From a dataset of the Open Reaction Database (ORD), a public repository of structured organic reaction records. describe an organic reaction: reactants, conditions, products, and yield Starting materials: C(C1=CC=CO1)N (Furfurylamine), C(=S)=S (CS2), N (ammonia). Run in CO (methyl alcohol). Conditions: time 16 hour. Yields the product C(C1=CC=CO1)NC([S-])=S.[NH4+] (Ammonium furfuryldithiocarbamate). Yield: 32.7%. As a reaction SMILES: [CH2:1]([NH2:7])[C:2]1[O:6][CH:5]=[CH:4][CH:3]=1.[C:8](=[S:10])=[S:9].[NH3:11]>CO>[CH2:1]([NH:7][C:8](=[S:9])[S-:10])[C:2]1[O:6][CH:5]=[CH:4][CH:3]=1.[NH4+:11] |f:4.5|. Reported procedure: Furfurylamine (4.85 g) is added dropwise over 50 minutes to a vigorously stirred mixture of 3.75 ml of CS2 and 8.3 ml of 29.7% aqueous ammonia cooled in ice and methyl alcohol. The cooling bath is removed and the thick orange suspension stirred 16 hours more, filtered and air dried to yield 3.11 g (32.7% yield) of desired product characterized by m.p. equal to 88° C. dec. Starting materials: OCC1CCCC1, [K+], [OH-], O, Cc1ccc(S(=O)(=O)Cl)cc1. The product is Cc1ccc(S(=O)(=O)OCC2CCCC2)cc1. Reaction SMILES: [CH:12]1([CH2:17][OH:18])[CH2:13][CH2:14][CH2:15][CH2:16]1.[K+:20].[OH-:19].[OH2:21].[c:1]1([CH3:11])[cH:2][cH:3][c:4]([S:7](=[O:8])(=[O:9])[Cl:10])[cH:5][cH:6]1>>[c:1]1([CH3:11])[cH:2][cH:3][c:4]([S:7](=[O:8])(=[O:9])[O:18][CH2:17][CH:12]2[CH2:13][CH2:14][CH2:15][CH2:16]2)[cH:5][cH:6]1. Reactants: COC(=O)Cc1ccc([N+](=O)[O-])cc1, CI, [H-], [Na+], C1COCCOCCOCCOCCOCCO1, CN(C)C=O. The product is COC(=O)C(C)c1ccc([N+](=O)[O-])cc1. Reaction SMILES: [CH3:1][O:2][C:3]([CH2:4][c:5]1[cH:6][cH:7][c:8]([N+:11](=[O:12])[O-:13])[cH:9][cH:10]1)=[O:14].[CH3:33][I:34].[H-:35].[Na+:36].[O:15]1[CH2:16][CH2:32][O:31][CH2:30][CH2:29][O:28][CH2:27][CH2:26][O:25][CH2:24][CH2:23][O:22][CH2:21][CH2:20][O:19][CH2:18][CH2:17]1.[O:37]=[CH:38][N:39]([CH3:40])[CH3:41]>>[CH3:1][O:2][C:3]([CH:4]([c:5]1[cH:6][cH:7][c:8]([N+:11](=[O:12])[O-:13])[cH:9][cH:10]1)[CH3:16])=[O:14]. Starting materials: CCCI, C1CCOC1, Cc1nc(C=O)c[nH]1, [H-], [Na+], CN(C)C=O. Yields the product CCCn1cc(C=O)nc1C. RXN SMILES: [CH2:11]([CH2:12][CH3:13])[I:14].[CH2:15]1[O:16][CH2:17][CH2:18][CH2:19]1.[CH3:1][c:2]1[nH:3][cH:4][c:5]([CH:7]=[O:8])[n:6]1.[H-:10].[Na+:9].[O:20]=[CH:21][N:22]([CH3:23])[CH3:24]>>[CH3:1][c:2]1[n:3]([CH2:11][CH2:12][CH3:13])[cH:4][c:5]([CH:7]=[O:8])[n:6]1. Reactants: Cl.NC1CC2=CC=C(C=C2C1)CC(=O)OC (methyl 2-aminoindane-5-acetatehydrochloride). Run in Cl (hydrochloric acid). The product is Cl.NC1CC2=CC=C(C=C2C1)CC(=O)O (2-Aminoindane-5-acetic acid hydrochloride). RXN SMILES: [ClH:1].[NH2:2][CH:3]1[CH2:11][C:10]2[C:5](=[CH:6][CH:7]=[C:8]([CH2:12][C:13]([O:15]C)=[O:14])[CH:9]=2)[CH2:4]1>Cl>[ClH:1].[NH2:2][CH:3]1[CH2:11][C:10]2[C:5](=[CH:6][CH:7]=[C:8]([CH2:12][C:13]([OH:15])=[O:14])[CH:9]=2)[CH2:4]1 |f:0.1,3.4|. Procedure details: 3.6 g of methyl 2-aminoindane-5-acetatehydrochloride are refluxed for 3 hours in 160 ml of semiconcentrated hydrochloric acid. The hydrochloric acid is distilled off and the remaining product is triturated with a little ethanol, suction filtered and dried in vacuo. The reactants are O=C([O-])[O-], CN(C)C=O, COC(=O)c1cc(Cl)c(OCc2ccc(OC)cc2)cc1O, [Cs+], [Cs+], O=[N+]([O-])c1cccc(S(=O)(=O)OCC2CO2)c1. The product is COC(=O)c1cc(Cl)c(OCc2ccc(OC)cc2)cc1OCC1CO1. RXN SMILES: [C:40](=[O:41])([O-:42])[O-:43].[CH3:46][N:47]([CH3:48])[CH:49]=[O:50].[Cl:1][c:2]1[c:3]([O:13][CH2:14][c:15]2[cH:16][cH:17][c:18]([O:21][CH3:22])[cH:19][cH:20]2)[cH:4][c:5]([OH:12])[c:6]([C:7](=[O:8])[O:9][CH3:10])[cH:11]1.[Cs+:44].[Cs+:45].[N+:23]([c:24]1[cH:25][c:26]([S:27]([O:28][CH2:36][CH:37]2[O:38][CH2:39]2)(=[O:29])=[O:30])[cH:31][cH:32][cH:33]1)([O-:34])=[O:35]>>[Cl:1][c:2]1[c:3]([O:13][CH2:14][c:15]2[cH:16][cH:17][c:18]([O:21][CH3:22])[cH:19][cH:20]2)[cH:4][c:5]([O:12][CH2:36][CH:37]2[O:38][CH2:39]2)[c:6]([C:7](=[O:8])[O:9][CH3:10])[cH:11]1. Starting materials: C(C)(=O)OC1=C(C=CC2=CC(=CC=C12)OC)C1=CC(=CC=C1)OC (1-acetyloxy-2-(3-methoxyphenyl)-6-methoxynaphthalene), Cl (HCl). Reported procedure: A suspension was prepared of 46.5 g of 1-acetyloxy-2-(3-methoxyphenyl)-6-methoxynaphthalene and 40 mL of 5N HCl in 400 mL of MeOH. The reaction mixture was heated to reflux for eleven hours. The reaction mixture was evaporated to a clear oil. This yielded 38.6 g of the title compound. Solvent: CO (MeOH). Product: OC1=C(C=CC2=CC(=CC=C12)OC)C1=CC(=CC=C1)OC (1-Hydroxy-2-(3-methoxyphenyl)-6-methoxynaphthalene). Reaction SMILES: C([O:4][C:5]1[C:14]2[C:9](=[CH:10][C:11]([O:15][CH3:16])=[CH:12][CH:13]=2)[CH:8]=[CH:7][C:6]=1[C:17]1[CH:22]=[CH:21][CH:20]=[C:19]([O:23][CH3:24])[CH:18]=1)(=O)C.Cl>CO>[OH:4][C:5]1[C:14]2[C:9](=[CH:10][C:11]([O:15][CH3:16])=[CH:12][CH:13]=2)[CH:8]=[CH:7][C:6]=1[C:17]1[CH:22]=[CH:21][CH:20]=[C:19]([O:23][CH3:24])[CH:18]=1. Reactants: ClC=1C(=NC(=NC1)SC)C(=O)N (5-chloro-2-(methylsulfanyl)pyrimidine-4-carboxamide), S(=O)(=O)(O[O-])[O-].[K+].[K+] (potassium peroxomonosulfate), C(C)(=O)O (acetic acid), CO (methanol). Yields the product ClC=1C(=NC(=NC1)S(=O)(=O)C)C(=O)N (5-chloro-2-(methylsulfonyl)pyrimidine-4-carboxamide). Reported procedure: 7.7 g (37.8 mmo) of 5-chloro-2-(methylsulfanyl)pyrimidine-4-carboxamide and 37.2 g (60.4 mmol) of potassium peroxomonosulfate are suspended in a mixture of 30 ml of water, 30 ml of acetic acid and 30 ml of methanol, and the mixture is stirred for about 3 hours. The mixture is then taken up in about 100 ml of water and extracted with ethyl acetate. Drying and concentrating of the ethyl acetate extract gave 1.5 g of 5-chloro-2-(methylsulfonyl)pyrimidine-4-carboxamide (melting point 205° C., 17% yi... Isolated yield 17.0%. Solvent: O (water), O (water). As a reaction SMILES: [Cl:1][C:2]1[C:3]([C:10]([NH2:12])=[O:11])=[N:4][C:5](SC)=[N:6][CH:7]=1.[S:13]([O-:18])(O[O-])(=O)=[O:14].[K+].[K+].[C:21](O)(=O)C.CO>O>[Cl:1][C:2]1[C:3]([C:10]([NH2:12])=[O:11])=[N:4][C:5]([S:13]([CH3:21])(=[O:18])=[O:14])=[N:6][CH:7]=1 |f:1.2.3|. Reaction conditions: time 3 hour. Reported procedure: To a suspension of 4-hydroxybutanoyloxylithium (5.17 g, 41.03 mmol) and 1H-imidazole (4.19 g, 61.55 mmol) in DMF (20 mL) was added TBSCl (7.42 g, 49.04 mmol) in portions at r.t. The reaction mixture was then stirred overnight. The reaction solution was poured into water and extracted with ethyl acetate three times. The organic phase separated and washed with water twice, brine and dried with anhydrous Na2SO4. It was then concentrated to give the title compound as colorless oil (8.0 g, 89%). [M+H... Starting materials: O (water), OCCCC(=O)O[Li] (4-hydroxybutanoyloxylithium), N1C=NC=C1 (1H-imidazole), CC(C)(C)[Si](C)(C)Cl (TBSCl). Run in CN(C)C=O (DMF). The yield is 86.9%. RXN SMILES: [OH:1][CH2:2][CH2:3][CH2:4][C:5]([O:7][Li:8])=[O:6].N1C=CN=C1.[CH3:14][C:15]([Si:18](Cl)([CH3:20])[CH3:19])([CH3:17])[CH3:16].O>CN(C=O)C>[Si:18]([O:1][CH2:2][CH2:3][CH2:4][C:5]([O:7][Li:8])=[O:6])([C:15]([CH3:17])([CH3:16])[CH3:14])([CH3:20])[CH3:19]. Run at time 8 hour. Yields the product [Si](C)(C)(C(C)(C)C)OCCCC(=O)O[Li] (4-[tert-butyl(dimethyl)silyl]oxybutanoyloxylithium). The reactants are CCN(C(C)C)C(C)C, COC(=O)c1ccc2c(c1)CC(C)(C)C(c1cccc(S(=O)(=O)Cl)c1)=N2, ClCCl, Nc1ccccc1. Yields the product COC(=O)c1ccc2c(c1)CC(C)(C)C(c1cccc(S(=O)(=O)Nc3ccccc3)c1)=N2. RXN SMILES: [CH:8]([N:9]([CH2:10][CH3:11])[CH:12]([CH3:13])[CH3:14])([CH3:15])[CH3:16].[Cl:17][S:18](=[O:19])(=[O:20])[c:21]1[cH:22][c:23]([C:27]2=[N:28][c:29]3[cH:30][cH:31][c:32]([C:39](=[O:40])[O:41][CH3:42])[cH:33][c:34]3[CH2:35][C:36]2([CH3:37])[CH3:38])[cH:24][cH:25][cH:26]1.[Cl:43][CH2:44][Cl:45].[NH2:1][c:2]1[cH:3][cH:4][cH:5][cH:6][cH:7]1>>[NH:1]([c:2]1[cH:3][cH:4][cH:5][cH:6][cH:7]1)[S:18](=[O:19])(=[O:20])[c:21]1[cH:22][c:23]([C:27]2=[N:28][c:29]3[cH:30][cH:31][c:32]([C:39](=[O:40])[O:41][CH3:42])[cH:33][c:34]3[CH2:35][C:36]2([CH3:37])[CH3:38])[cH:24][cH:25][cH:26]1.